This data is from the Open Reaction Database (ORD), a public repository of structured organic reaction records. The task is: describe an organic reaction: reactants, conditions, products, and yield Starting materials: C(=O)(N1C=NC=C1)N1C=NC=C1 (Carbonyldiimidazole), C(CCCCCC)(=O)O (heptanoic acid), N1=CC=CC=C1 (pyridine), CC1(OC(=O)CC(=O)O1)C (Meldrum's acid). Run in ClCCl (dichloromethane), ClCCl (dichloromethane). Conditions: time 2 hour. The product is CC1(OC(C(C(O1)=O)C(CCCCCC)=O)=O)C (2,2-Dimethyl-5-(1-oxoheptyl)-1,3-dioxane-4,6-dione). Reaction SMILES: C(N1C=CN=C1)(N1C=CN=C1)=O.[C:13](O)(=[O:20])[CH2:14][CH2:15][CH2:16][CH2:17][CH2:18][CH3:19].N1C=CC=CC=1.[CH3:28][C:29]1([CH3:37])[O:36][C:34](=[O:35])[CH2:33][C:31](=[O:32])[O:30]1>ClCCl>[CH3:28][C:29]1([CH3:37])[O:36][C:34](=[O:35])[CH:33]([C:13](=[O:20])[CH2:14][CH2:15][CH2:16][CH2:17][CH2:18][CH3:19])[C:31](=[O:32])[O:30]1. Procedure details: Carbonyldiimidazole (71.7 g, 0.442 mol) was added portionwise to a stirred solution of heptanoic acid (0.402 mol) in 300 mL of dry dichloromethane. The resulting mixture was stirred at room temperature for 2 hours. A solution of pyridine (35.8 mL, 0.442 mol) and Meldrum's acid (63.7 g, 0.442 mol) in 150 mL of dry dichloromethane were added over a period of 2 hours to the reaction mixture. The reaction mixture was stirred for 16 hours, quenched with 400 mL of 2N HCl (bubbling), separated, washed ... The reactants are C=CC(=O)OC, CC(C)(C)O, CCO, Cl, O=[N+]([O-])C1C2C=CC(CC2)C1c1ccccc1, C1COCCO1. Product: COC(=O)CCC1([N+](=O)[O-])C2C=CC(CC2)C1c1ccccc1. As a reaction SMILES: [C:18]([CH:19]=[CH2:20])(=[O:21])[O:22][CH3:23].[C:31]([OH:32])([CH3:33])([CH3:34])[CH3:35].[CH3:36][CH2:37][OH:38].[ClH:30].[N+:1](=[O:2])([O-:3])[CH:4]1[CH:5]2[CH:6]=[CH:7][CH:8]([CH:9]1[c:10]1[cH:11][cH:12][cH:13][cH:14][cH:15]1)[CH2:16][CH2:17]2.[O:24]1[CH2:25][CH2:26][O:27][CH2:28][CH2:29]1>>[N+:1](=[O:2])([O-:3])[C:4]1([CH2:20][CH2:19][C:18](=[O:21])[O:22][CH3:23])[CH:5]2[CH:6]=[CH:7][CH:8]([CH:9]1[c:10]1[cH:11][cH:12][cH:13][cH:14][cH:15]1)[CH2:16][CH2:17]2. Starting materials: Cc1ccc(Oc2c(C)cc(N)c(C)c2Cl)c(C)c1, Cc1ccccc1, CCCCCC, O=C=NC(=O)c1c(F)cccc1F. The product is Cc1ccc(Oc2c(C)cc(NC(=O)NC(=O)c3c(F)cccc3F)c(C)c2Cl)c(C)c1. RXN SMILES: [CH3:1][c:2]1[c:3]([O:4][c:5]2[c:6]([Cl:14])[c:7]([CH3:13])[c:8]([NH2:9])[cH:10][c:11]2[CH3:12])[cH:15][cH:16][c:17]([CH3:19])[cH:18]1.[CH3:33][c:34]1[cH:35][cH:36][cH:37][cH:38][cH:39]1.[CH3:40][CH2:41][CH2:42][CH2:43][CH2:44][CH3:45].[F:20][c:21]1[c:22]([C:23](=[O:24])[N:25]=[C:26]=[O:27])[c:28]([F:32])[cH:29][cH:30][cH:31]1>>[CH3:1][c:2]1[c:3]([O:4][c:5]2[c:6]([Cl:14])[c:7]([CH3:13])[c:8]([NH:9][C:26]([NH:25][C:23]([c:22]3[c:21]([F:20])[cH:31][cH:30][cH:29][c:28]3[F:32])=[O:24])=[O:27])[cH:10][c:11]2[CH3:12])[cH:15][cH:16][c:17]([CH3:19])[cH:18]1. Reactants: C(C)OC([C@H](CC1=CC=C(C=C1)OC(C)(C)C(=O)O)OCC)=O ((2S)-3-[4-(1-carboxy-1-methyl-ethoxy)-phenyl]-2-ethoxy-propionic acid ethyl ester), ClC1=C(C=CC=C1)CCN (2-(2-chloro-phenyl)-ethylamine), C(C)O[C@H](C(=O)O)CC1=CC=C(C=C1)O[C@H](C)C(NCCC1=CC=C(C=C1)OC1=CC=CC=C1)=O ((2S,1R)-2-ethoxy-3-(4-{1-[2-(4-phenoxy-phenyl)-ethylcarbamoyl]-ethoxy}-phenyl)-propionic acid). Yields the product ClC1=C(C=CC=C1)CCNC(=O)C(C)(OC1=CC=C(C=C1)C[C@@H](C(=O)O)OCC)C ((2S)-3-(4-{1-[2-(2-chloro-phenyl)-ethylcarbamoyl]-1-methyl-ethoxy}-phenyl)-2-ethoxy-propionic acid). As a reaction SMILES: C([O:3][C:4](=[O:23])[C@@H:5]([O:20][CH2:21][CH3:22])[CH2:6][C:7]1[CH:12]=[CH:11][C:10]([O:13][C:14]([C:17]([OH:19])=O)([CH3:16])[CH3:15])=[CH:9][CH:8]=1)C.[Cl:24][C:25]1[CH:30]=[CH:29][CH:28]=[CH:27][C:26]=1[CH2:31][CH2:32][NH2:33].C(O[C@@H](CC1C=CC(O[C@@H](C(=O)NCCC2C=CC(OC3C=CC=CC=3)=CC=2)C)=CC=1)C(O)=O)C>>[Cl:24][C:25]1[CH:30]=[CH:29][CH:28]=[CH:27][C:26]=1[CH2:31][CH2:32][NH:33][C:17]([C:14]([CH3:15])([O:13][C:10]1[CH:9]=[CH:8][C:7]([CH2:6][C@H:5]([O:20][CH2:21][CH3:22])[C:4]([OH:3])=[O:23])=[CH:12][CH:11]=1)[CH3:16])=[O:19]. Procedure details: The title compound was prepared from (2S)-3-[4-(1-varboxy-1-methyl-ethoxy)-phenyl]-2-ethoxy-propionic acid ethyl ester (EXAMPLE 49, step 2) and 2-(2-chloro-phenyl)-ethylamine via the same procedure used for the preparation of (2S,1R)-2-ethoxy-3-(4-{1-[2-(4-phenoxy-phenyl)-ethylcarbamoyl]-ethoxy}-phenyl)-propionic acid (Example 1, step 3) to produce a colorless oil. MS (ES) for C23H28Cl4NO5 [M−H]−: 434. Starting materials: CSC=1C=C(N)C=CC1 (3-Methylthioaniline), ClCCC(=O)Cl (β-chloropropionyl chloride). The solvent is C1=CC=CC=C1 (benzene). Run at time 3 hour. Product: CSC=1C=C(C=CC1)NC(CCCl)=O (N-(3-methylthiophenyl)-β-chloropropionamide). Reaction SMILES: [CH3:1][S:2][C:3]1[CH:4]=[C:5]([CH:7]=[CH:8][CH:9]=1)[NH2:6].[Cl:10][CH2:11][CH2:12][C:13](Cl)=[O:14]>C1C=CC=CC=1>[CH3:1][S:2][C:3]1[CH:4]=[C:5]([NH:6][C:13](=[O:14])[CH2:12][CH2:11][Cl:10])[CH:7]=[CH:8][CH:9]=1. Procedure details: 3-Methylthioaniline (0.3 mole), β-chloropropionyl chloride (0.35 mole) and benzene (100 ml) are charged into a glass reaction vessel equipped with a mechanical stirrer, thermometer and reflux condenser. The reaction mixture is heated at reflux with stirring for a period of about 3 hours. After this time the reaction mixture is cooled to room temperature and is washed with dilute aqueous sodium bicarbonate, with dilute hydrochloric acid and with water. The washed mixture is then dried over anhydr... The reactants are Brc1cccnc1, CC(=O)[O-], CC(=O)[O-], CC#N, C=Cc1nn(C(c2ccccc2)(c2ccccc2)c2ccccc2)c2ccc(C#N)c(OC)c12, [Pd+2], Cc1ccc(P(c2ccc(C)cc2)c2ccc(C)cc2)cc1. Product: COc1c(C#N)ccc2c1c(C=Cc1cccnc1)nn2C(c1ccccc1)(c1ccccc1)c1ccccc1. RXN SMILES: [Br:35][c:36]1[cH:37][n:38][cH:39][cH:40][cH:41]1.[C:67]([O-:68])(=[O:69])[CH3:70].[C:72]([O-:73])(=[O:74])[CH3:75].[CH3:64][C:65]#[N:66].[CH:1](=[CH2:2])[c:3]1[n:4][n:5]([C:16]([c:17]2[cH:18][cH:19][cH:20][cH:21][cH:22]2)([c:23]2[cH:24][cH:25][cH:26][cH:27][cH:28]2)[c:29]2[cH:30][cH:31][cH:32][cH:33][cH:34]2)[c:6]2[cH:7][cH:8][c:9]([C:14]#[N:15])[c:10]([O:12][CH3:13])[c:11]12.[Pd+2:71].[c:42]1([CH3:43])[cH:44][cH:45][c:46]([P:47]([c:48]2[cH:49][cH:50][c:51]([CH3:52])[cH:53][cH:54]2)[c:55]2[cH:56][cH:57][c:58]([CH3:59])[cH:60][cH:61]2)[cH:62][cH:63]1>>[CH:1](=[CH:2][c:36]1[cH:37][n:38][cH:39][cH:40][cH:41]1)[c:3]1[n:4][n:5]([C:16]([c:17]2[cH:18][cH:19][cH:20][cH:21][cH:22]2)([c:23]2[cH:24][cH:25][cH:26][cH:27][cH:28]2)[c:29]2[cH:30][cH:31][cH:32][cH:33][cH:34]2)[c:6]2[cH:7][cH:8][c:9]([C:14]#[N:15])[c:10]([O:12][CH3:13])[c:11]12. The reactants are CC(CC1=CC2=CC=CC=C2C=C1)(C)N ([2-methyl-1-(naphthalen-2-yl)propan-2-yl]amine), Cl(=O)(=O)(=O)[O-].[Li+] (lithium perchlorate), O1[C@H](C1)COC(C)C1=C(C=CC=C1)C1=CC=C(S1)C(=O)OCC (Ethyl 5-[2-[1-(((2R)-oxiranyl)methoxy)ethyl]phenyl]thiophene-2-carboxylate). The solvent is C1(=CC=CC=C1)C (toluene). Reaction conditions: time 8 hour. The product is O[C@@H](COC(C)C1=C(C=CC=C1)C1=CC=C(S1)C(=O)OCC)CNC(CC1=CC2=CC=CC=C2C=C1)(C)C (Ethyl 5-[2-[1-[(2R)-2-hydroxy-3-[[2-methyl-1-(naphthalen-2-yl)propan-2-yl]amino]propoxy]ethyl]phenyl]thiophene-2-carboxylate). The yield is 96.5%. As a reaction SMILES: [O:1]1[CH2:3][C@@H:2]1[CH2:4][O:5][CH:6]([C:8]1[CH:13]=[CH:12][CH:11]=[CH:10][C:9]=1[C:14]1[S:18][C:17]([C:19]([O:21][CH2:22][CH3:23])=[O:20])=[CH:16][CH:15]=1)[CH3:7].[CH3:24][C:25]([NH2:38])([CH3:37])[CH2:26][C:27]1[CH:36]=[CH:35][C:34]2[C:29](=[CH:30][CH:31]=[CH:32][CH:33]=2)[CH:28]=1.Cl([O-])(=O)(=O)=O.[Li+]>C1(C)C=CC=CC=1>[OH:1][C@H:2]([CH2:3][NH:38][C:25]([CH3:37])([CH3:24])[CH2:26][C:27]1[CH:36]=[CH:35][C:34]2[C:29](=[CH:30][CH:31]=[CH:32][CH:33]=2)[CH:28]=1)[CH2:4][O:5][CH:6]([C:8]1[CH:13]=[CH:12][CH:11]=[CH:10][C:9]=1[C:14]1[S:18][C:17]([C:19]([O:21][CH2:22][CH3:23])=[O:20])=[CH:16][CH:15]=1)[CH3:7] |f:2.3|. Procedure: Ethyl 5-[2-[1-(((2R)-oxiranyl)methoxy)ethyl]phenyl]thiophene-2-carboxylate (499 mg) obtained in Step 4 was dissolved in toluene, [2-methyl-1-(naphthalen-2-yl)propan-2-yl]amine (299 mg) and lithium perchlorate (160 mg) were successively added, and the mixture was stirred overnight at room temperature. The reaction mixture was concentrated under reduced pressure and the obtained residue was purified by silica gel column chromatography (chloroform:methanol=30:1) to give the title compound (770 mg).